From a dataset of the Open Reaction Database (ORD), a public repository of structured organic reaction records. describe an organic reaction: reactants, conditions, products, and yield The solvent is C(C)(=O)OCC (ethyl acetate), C(Cl)Cl (methylene chloride). Procedure: The solid product prepared in Example ZC-1C, 6-(1,3-dihydro -6-methoxy-7-methyl-3-oxo-4-p-toluenesulfonyloxy-5-isobenzofuranyl) -4-methylhexa-1,4-dien-3-one was dissolved in methylene chloride (15 mL) and treated with boron trifluoride etherate (0.5 mL). After 0.5 hours, the reaction was diluted with ethyl acetate and washed with brine, then dried over magnesium sulfate. Filtration, solvent removal and chromatography (silica gel, hexanes/methylene chloride/ether, 4/4/2) gave the product, 3-(1,3-... Product: COC1=C(C(=C2C(OCC2=C1C)=O)OS(=O)(=O)C1=CC=C(C=C1)C)CC1=C(C(CC1)=O)C (3-(1,3-dihydro-6-methoxy-7-methyl-3-oxo-4-p-toluenesulfonyloxy -5-isobenzofuranylmethyl)-2-methyl cyclopent -2-en -1-one). Reaction conditions: time 0.5 hour. RXN SMILES: [CH3:1][O:2][C:3]1[C:11]([CH3:12])=[C:10]2[C:6]([C:7](=[O:13])[O:8][CH2:9]2)=[C:5]([O:14][S:15]([C:18]2[CH:23]=[CH:22][C:21]([CH3:24])=[CH:20][CH:19]=2)(=[O:17])=[O:16])[C:4]=1[CH2:25][CH:26]=[C:27]([CH3:32])[C:28](=[O:31])[CH:29]=[CH2:30].B(F)(F)F.CCOCC>C(Cl)Cl.C(OCC)(=O)C>[CH3:1][O:2][C:3]1[C:11]([CH3:12])=[C:10]2[C:6]([C:7](=[O:13])[O:8][CH2:9]2)=[C:5]([O:14][S:15]([C:18]2[CH:23]=[CH:22][C:21]([CH3:24])=[CH:20][CH:19]=2)(=[O:17])=[O:16])[C:4]=1[CH2:25][C:26]1[CH2:30][CH2:29][C:28](=[O:31])[C:27]=1[CH3:32] |f:1.2|. Reactants: COC1=C(C(=C2C(OCC2=C1C)=O)OS(=O)(=O)C1=CC=C(C=C1)C)CC=C(C(C=C)=O)C (6-(1,3-dihydro -6-methoxy-7-methyl-3-oxo-4-p-toluenesulfonyloxy-5-isobenzofuranyl) -4-methylhexa-1,4-dien-3-one), B(F)(F)F.CCOCC (boron trifluoride etherate).